Dataset: the Open Reaction Database (ORD), a public repository of structured organic reaction records. Task: describe an organic reaction: reactants, conditions, products, and yield The reactants are C1CCOC1, COc1ccc(N=CC(F)(F)F)cc1, [Li]C(C)CC, Cc1ccc(Cl)cc1CNC(=O)OC(C)(C)C. Yields the product COc1ccc(NC(Cc2ccc(Cl)cc2CNC(=O)OC(C)(C)C)C(F)(F)F)cc1. RXN SMILES: [CH2:37]1[O:38][CH2:39][CH2:40][CH2:41]1.[CH3:23][O:24][c:25]1[cH:26][cH:27][c:28]([N:31]=[CH:32][C:33]([F:34])([F:35])[F:36])[cH:29][cH:30]1.[CH:1]([Li:2])([CH2:3][CH3:4])[CH3:5].[Cl:6][c:7]1[cH:8][cH:9][c:10]([CH3:22])[c:11]([CH2:12][NH:13][C:14]([O:15][C:16]([CH3:17])([CH3:18])[CH3:19])=[O:20])[cH:21]1>>[Cl:6][c:7]1[cH:8][cH:9][c:10]([CH2:22][CH:32]([NH:31][c:28]2[cH:27][cH:26][c:25]([O:24][CH3:23])[cH:30][cH:29]2)[C:33]([F:34])([F:35])[F:36])[c:11]([CH2:12][NH:13][C:14]([O:15][C:16]([CH3:17])([CH3:18])[CH3:19])=[O:20])[cH:21]1. The reactants are [Br-], CC(=O)Nc1ccc(Br)c2c1C(=O)c1cccc(Cl)c1C2=O, CCCC[N+](CCCC)(CCCC)CCCC, CI, Clc1ccccc1, [K+], [OH-]. The product is CC(=O)N(C)c1ccc(Br)c2c1C(=O)c1cccc(Cl)c1C2=O. RXN SMILES: [Br-:27].[Br:1][c:2]1[cH:3][cH:4][c:5]([NH:19][C:20]([CH3:21])=[O:22])[c:6]2[c:15]1[C:14](=[O:16])[c:13]1[c:8]([cH:9][cH:10][cH:11][c:12]1[Cl:17])[C:7]2=[O:18].[CH2:28]([N+:29]([CH2:30][CH2:31][CH2:32][CH3:33])([CH2:34][CH2:35][CH2:36][CH3:37])[CH2:38][CH2:39][CH2:40][CH3:41])[CH2:42][CH2:43][CH3:44].[CH3:25][I:26].[Cl:45][c:46]1[cH:47][cH:48][cH:49][cH:50][cH:51]1.[K+:24].[OH-:23]>>[Br:1][c:2]1[cH:3][cH:4][c:5]([N:19]([C:20]([CH3:21])=[O:22])[CH3:25])[c:6]2[c:15]1[C:14](=[O:16])[c:13]1[c:8]([cH:9][cH:10][cH:11][c:12]1[Cl:17])[C:7]2=[O:18]. The reactants are CC(=O)OC(C)=O, CCOC(C)=O, ClCCl, Cl, Nc1ncc(Oc2ccc(Cl)cc2)c(NC2CCC(O)CC2)n1, Nc1ncc(Oc2ccc(Cl)cc2)c(NC2CCC(=O)CC2)n1, O=[Cr]=O, c1ccncc1. Product: Cl, Nc1ncc(Oc2ccc(Cl)cc2)c(NC2CCC(=O)CC2)n1. Reaction SMILES: [CH3:1][C:2]([O:3][C:4](=[O:5])[CH3:6])=[O:7].[CH3:67][CH2:68][O:69][C:70](=[O:71])[CH3:72].[Cl:61][CH2:62][Cl:63].[ClH:60].[NH2:14][c:15]1[n:16][c:17]([NH:18][CH:19]2[CH2:20][CH2:21][CH:22]([OH:23])[CH2:24][CH2:25]2)[c:26]([O:27][c:28]2[cH:29][cH:30][c:31]([Cl:36])[cH:32][cH:33]2)[cH:34][n:35]1.[NH2:37][c:38]1[n:39][cH:40][c:41]([O:52][c:53]2[cH:54][cH:55][c:56]([Cl:59])[cH:57][cH:58]2)[c:42]([NH:44][CH:45]2[CH2:46][CH2:47][C:48](=[O:51])[CH2:49][CH2:50]2)[n:43]1.[O:64]=[Cr:65]=[O:66].[cH:8]1[cH:9][cH:10][n:11][cH:12][cH:13]1>>[ClH:36].[NH2:37][c:38]1[n:39][cH:40][c:41]([O:52][c:53]2[cH:54][cH:55][c:56]([Cl:59])[cH:57][cH:58]2)[c:42]([NH:44][CH:45]2[CH2:46][CH2:47][C:48](=[O:51])[CH2:49][CH2:50]2)[n:43]1.